This data is from the Open Reaction Database (ORD), a public repository of structured organic reaction records. The task is: describe an organic reaction: reactants, conditions, products, and yield The reactants are COc1ccc(S(=O)(=O)N=C(SC)SC)cc1, C1=NNC(c2ccccc2)C1, c1ccncc1. Yields the product COc1ccc(S(=O)(=O)N=C(SC)N2N=CCC2c2ccccc2)cc1. Reaction SMILES: [CH3:1][S:2][C:3](=[N:4][S:5](=[O:6])(=[O:7])[c:8]1[cH:9][cH:10][c:11]([O:14][CH3:15])[cH:12][cH:13]1)[S:16][CH3:17].[c:18]1([CH:24]2[CH2:25][CH:26]=[N:27][NH:28]2)[cH:19][cH:20][cH:21][cH:22][cH:23]1.[cH:29]1[cH:30][cH:31][n:32][cH:33][cH:34]1>>[C:3](=[N:4][S:5](=[O:6])(=[O:7])[c:8]1[cH:9][cH:10][c:11]([O:14][CH3:15])[cH:12][cH:13]1)([S:16][CH3:17])[N:28]1[CH:24]([c:18]2[cH:19][cH:20][cH:21][cH:22][cH:23]2)[CH2:25][CH:26]=[N:27]1. Reactants: ClCC1=CC=C(C(=O)O)C=C1 (4-Chloromethylbenzoic acid), B.C1CCOC1 (borane THF). Run in C1CCOC1 (THF). Conditions: time 16 hour. The product is ClCC1=CC=C(CO)C=C1 (4-Chloromethylbenzyl alcohol). Isolated yield 79.8%. As a reaction SMILES: [Cl:1][CH2:2][C:3]1[CH:11]=[CH:10][C:6]([C:7](O)=[O:8])=[CH:5][CH:4]=1.B.C1COCC1>C1COCC1>[Cl:1][CH2:2][C:3]1[CH:11]=[CH:10][C:6]([CH2:7][OH:8])=[CH:5][CH:4]=1 |f:1.2|. Procedure: 4-Chloromethylbenzoic acid (20 mmol) was dissolved in 20 ml THF, then 30 ml borane/THF were added. The mixture was stirred for 16 hrs at room temperature, and then quenched with excess methanol. Evaporation yielded about 2.5 g 4-chloromethylbenzyl alcohol 36. The reactants are N=C(N)NCCCC(NC(=O)OCc1ccccc1)C(=O)O, CS(=O)(=O)Cl, CC(C)=O, CC(C)=O, Cl, [Na+], [OH-], O. Yields the product CS(=O)(=O)NC(=N)NCCCC(NC(=O)OCc1ccccc1)C(=O)O. RXN SMILES: [CH2:1]([c:2]1[cH:3][cH:4][cH:5][cH:6][cH:7]1)[O:8][C:9](=[O:10])[NH:11][CH:12]([CH2:13][CH2:14][CH2:15][NH:16][C:17]([NH2:18])=[NH:19])[C:20](=[O:21])[OH:22].[CH3:25][S:26]([Cl:27])(=[O:28])=[O:29].[CH3:32][C:33]([CH3:34])=[O:35].[CH3:36][C:37](=[O:38])[CH3:39].[ClH:30].[Na+:24].[OH-:23].[OH2:31]>>[CH2:1]([c:2]1[cH:3][cH:4][cH:5][cH:6][cH:7]1)[O:8][C:9](=[O:10])[NH:11][CH:12]([CH2:13][CH2:14][CH2:15][NH:16][C:17](=[NH:18])[NH:19][S:26]([CH3:25])(=[O:28])=[O:29])[C:20](=[O:21])[OH:22]. Reactants: CNC1CCN(C(=O)OC(C)(C)C)CC1, O=C([O-])[O-], Cc1ccc(S(=O)(=O)OCCCS(C)(=O)=O)cc1, CC#N, [K+], [K+]. Product: CN(CCCS(C)(=O)=O)C1CCN(C(=O)OC(C)(C)C)CC1. As a reaction SMILES: [C:1]([CH3:2])([CH3:3])([CH3:4])[O:5][C:6](=[O:7])[N:8]1[CH2:9][CH2:10][CH:11]([NH:14][CH3:15])[CH2:12][CH2:13]1.[C:34](=[O:35])([O-:36])[O-:37].[CH3:16][S:17](=[O:18])(=[O:19])[CH2:20][CH2:21][CH2:22][O:23][S:24]([c:25]1[cH:26][cH:27][c:28]([CH3:29])[cH:30][cH:31]1)(=[O:32])=[O:33].[CH3:40][C:41]#[N:42].[K+:38].[K+:39]>>[C:1]([CH3:2])([CH3:3])([CH3:4])[O:5][C:6](=[O:7])[N:8]1[CH2:9][CH2:10][CH:11]([N:14]([CH3:15])[CH2:22][CH2:21][CH2:20][S:17]([CH3:16])(=[O:18])=[O:19])[CH2:12][CH2:13]1. The reactants are CC#N, O=[N+]([O-])c1cnc2ccccc2c1NCC1(O)CCOCC1. The product is Nc1cnc2ccccc2c1NCC1(O)CCOCC1. RXN SMILES: [CH3:23][C:24]#[N:25].[N+:1]([O-:2])(=[O:3])[c:4]1[cH:5][n:6][c:7]2[cH:8][cH:9][cH:10][cH:11][c:12]2[c:13]1[NH:14][CH2:15][C:16]1([OH:22])[CH2:17][CH2:18][O:19][CH2:20][CH2:21]1>>[NH2:1][c:4]1[cH:5][n:6][c:7]2[cH:8][cH:9][cH:10][cH:11][c:12]2[c:13]1[NH:14][CH2:15][C:16]1([OH:22])[CH2:17][CH2:18][O:19][CH2:20][CH2:21]1. Starting materials: O=S1(N(CCC1)CC1=NC=C(C(=O)OC)C=C1)=O (methyl 6-(1,1-dioxo-1λ6-isothiazolidin-2-ylmethyl)nicotinate), CC=1C(=NC=C(C1)C)N1CCNCC1 (1-(3,5-dimethylpyridin-2-yl)piperazine). Product: CC=1C(=NC=C(C1)C)N1CCN(CC1)C(=O)C=1C=NC(=CC1)CN1S(CCC1)(=O)=O ([4-(3,5-dimethylpyridin-2-yl)piperazin-1-yl][6-(1,1-dioxo-1λ6-isothiazolidin-2-ylmethyl)pyridin-3-yl]methanone). Yield: 82.2%. As a reaction SMILES: [O:1]=[S:2]1(=[O:18])[CH2:6][CH2:5][CH2:4][N:3]1[CH2:7][C:8]1[CH:17]=[CH:16][C:11]([C:12]([O:14]C)=O)=[CH:10][N:9]=1.[CH3:19][C:20]1[C:21]([N:27]2[CH2:32][CH2:31][NH:30][CH2:29][CH2:28]2)=[N:22][CH:23]=[C:24]([CH3:26])[CH:25]=1>>[CH3:19][C:20]1[C:21]([N:27]2[CH2:28][CH2:29][N:30]([C:12]([C:11]3[CH:10]=[N:9][C:8]([CH2:7][N:3]4[CH2:4][CH2:5][CH2:6][S:2]4(=[O:1])=[O:18])=[CH:17][CH:16]=3)=[O:14])[CH2:31][CH2:32]2)=[N:22][CH:23]=[C:24]([CH3:26])[CH:25]=1. Procedure: Using methyl 6-(1,1-dioxo-1λ6-isothiazolidin-2-ylmethyl)nicotinate (108 mg) described in Preparation Example 45 and 1-(3,5-dimethylpyridin-2-yl)piperazine (77 mg) described in Preparation Example 79 and by the reaction and treatment in the same manner as in Example 109, the title compound (141 mg) was obtained. The reactants are CCCCN1CCN(C(=O)c2ccc(C=O)cc2)CC1, CNC, Cl. Product: CCCCN1CCN(C(=O)c2ccc(CN(C)C)cc2)CC1. As a reaction SMILES: [CH2:1]([CH2:2][CH2:3][CH3:4])[N:5]1[CH2:6][CH2:7][N:8]([C:11](=[O:12])[c:13]2[cH:14][cH:15][c:16]([CH:17]=[O:18])[cH:19][cH:20]2)[CH2:9][CH2:10]1.[CH3:22][NH:23][CH3:24].[ClH:21]>>[CH2:1]([CH2:2][CH2:3][CH3:4])[N:5]1[CH2:6][CH2:7][N:8]([C:11](=[O:12])[c:13]2[cH:14][cH:15][c:16]([CH2:17][N:23]([CH3:22])[CH3:24])[cH:19][cH:20]2)[CH2:9][CH2:10]1. The reactants are [Al+3], CON(C)C(=O)c1cc2n(n1)CCC2, [H-], [H-], [H-], [H-], [Li+], [Mg+2], [Na+], [Na+], O=S(=O)([O-])[O-], O=S(=O)([O-])[O-], C1CCOC1, O. Yields the product O=Cc1cc2n(n1)CCC2. RXN SMILES: [Al+3:2].[CH3:7][O:8][N:9]([C:10](=[O:11])[c:12]1[cH:13][c:14]2[n:15]([n:16]1)[CH2:17][CH2:18][CH2:19]2)[CH3:20].[H-:1].[H-:4].[H-:5].[H-:6].[Li+:3].[Mg+2:28].[Na+:21].[Na+:22].[O-:23][S:24](=[O:25])(=[O:26])[O-:27].[O-:29][S:30](=[O:31])(=[O:32])[O-:33].[O:34]1[CH2:35][CH2:36][CH2:37][CH2:38]1.[OH2:39]>>[CH:10](=[O:11])[c:12]1[cH:13][c:14]2[n:15]([n:16]1)[CH2:17][CH2:18][CH2:19]2.